Dataset: the Open Reaction Database (ORD), a public repository of structured organic reaction records. Task: describe an organic reaction: reactants, conditions, products, and yield The product is CCOC(=O)Nc1ccc(NCc2coc3ccc(F)cc23)cc1[N+](=O)[O-]. Reactants: CCOC(=O)Nc1ccc(N)cc1[N+](=O)[O-], Cc1ccccc1C, CO, O=Cc1coc2ccc(F)cc12, C1COCCO1, O. RXN SMILES: [CH2:13]([CH3:14])[O:15][C:16]([NH:17][c:18]1[c:19]([N+:25](=[O:26])[O-:27])[cH:20][c:21]([NH2:24])[cH:22][cH:23]1)=[O:28].[CH3:30][c:31]1[c:32]([CH3:33])[cH:34][cH:35][cH:36][cH:37]1.[CH3:38][OH:39].[F:1][c:2]1[cH:3][cH:4][c:5]2[c:6]([c:7]([CH:10]=[O:11])[cH:8][o:9]2)[cH:12]1.[O:40]1[CH2:41][CH2:42][O:43][CH2:44][CH2:45]1.[OH2:29]>>[F:1][c:2]1[cH:3][cH:4][c:5]2[c:6]([c:7]([CH2:10][NH:24][c:21]3[cH:20][c:19]([N+:25](=[O:26])[O-:27])[c:18]([NH:17][C:16]([O:15][CH2:13][CH3:14])=[O:28])[cH:23][cH:22]3)[cH:8][o:9]2)[cH:12]1. The reactants are N[C@H]1C(N([C@H](CCC1)C1=CC=CC=C1)C)=O ((3R,7R)-3-amino-1-methyl-7-phenylazepan-2-one), FC=1C=C(C=C(C1)F)CC(=O)N[C@@H](C)C(=O)O (N-[(3,5-difluorophenyl)acetyl]-L-alanine). Product: FC=1C=C(C=C(C1)F)CC(=O)N[C@@H](C)C(=O)N[C@H]1C(N([C@H](CCC1)C1=CC=CC=C1)C)=O (N2-[(3,5-difluorophenyl)acetyl]-N1-[(3R,7R)-1-methyl-2-oxo-7-phenylazepan-3-yl]-L-alaninamide), solid. Isolated yield 84.0%. As a reaction SMILES: [NH2:1][C@@H:2]1[CH2:8][CH2:7][CH2:6][C@H:5]([C:9]2[CH:14]=[CH:13][CH:12]=[CH:11][CH:10]=2)[N:4]([CH3:15])[C:3]1=[O:16].[F:17][C:18]1[CH:19]=[C:20]([CH2:25][C:26]([NH:28][C@H:29]([C:31](O)=[O:32])[CH3:30])=[O:27])[CH:21]=[C:22]([F:24])[CH:23]=1>>[F:17][C:18]1[CH:19]=[C:20]([CH2:25][C:26]([NH:28][C@H:29]([C:31]([NH:1][C@@H:2]2[CH2:8][CH2:7][CH2:6][C@H:5]([C:9]3[CH:14]=[CH:13][CH:12]=[CH:11][CH:10]=3)[N:4]([CH3:15])[C:3]2=[O:16])=[O:32])[CH3:30])=[O:27])[CH:21]=[C:22]([F:24])[CH:23]=1. Procedure: Using a procedure similar to that described in example 3, except using (3R,7R)-3-amino-1-methyl-7-phenylazepan-2-one (3f) (60 mg) to couple with N-[(3,5-difluorophenyl)acetyl]-L-alanine (1e) (67 mg), the title compound was obtained as a white solid (100 mg, 84%). 1H NMR (300 MHz, CDCl3) δ 1.39 (d, 3H), 1.57 (m, 1H), 1.94 (m, 3H), 2.14 (m, 2H), 2.51 (s, 3H), 3.56 (s, 2H), 4.51-4.56 (m, 1H), 4.92-4.95 (m, 2H), 6.24 (bd, 1H), 6.70-6.75 (m, 1H), 6.83-6.85 (bd, 2H), 7.28-7.39 (m, 6H). MS APCI, m/z=44... Reactants: FC(C=1C=C(C=C(C1)C(F)(F)F)CC#N)(F)F ((3,5-bis-trifluoromethylphenyl)-acetonitrile), C(C)(C)(C)OC(N(CCCl)CCCl)=O (bis-(2-chloroethyl)-carbamic acid tert-butyl ester), [H-].[Na+] (sodium hydride), C(C)OCC (Diethyl ether). Run in CN(C=O)C (N,N-dimethylformamide), O (water). Run at temperature 70 celsius. Yields the product FC(C=1C=C(C=C(C1)C(F)(F)F)C1(CCNCC1)C#N)(F)F (4-(3,5-bis-trifluoromethylphenyl)-piperidine-4-carbonitrile), hydrochloride salt. Reaction SMILES: [F:1][C:2]([F:17])([F:16])[C:3]1[CH:4]=[C:5]([CH2:13][C:14]#[N:15])[CH:6]=[C:7]([C:9]([F:12])([F:11])[F:10])[CH:8]=1.C(OC(=O)[N:24]([CH2:28][CH2:29]Cl)[CH2:25][CH2:26]Cl)(C)(C)C.[H-].[Na+].C(OCC)C>CN(C)C=O.O>[F:1][C:2]([F:16])([F:17])[C:3]1[CH:4]=[C:5]([C:13]2([C:14]#[N:15])[CH2:29][CH2:28][NH:24][CH2:25][CH2:26]2)[CH:6]=[C:7]([C:9]([F:10])([F:11])[F:12])[CH:8]=1 |f:2.3|. Procedure: To a solution of (3,5-bis-trifluoromethylphenyl)-acetonitrile (25 mmol; 6.33 g) and bis-(2-chloroethyl)-carbamic acid tert-butyl ester (28 mmol; 6.73 g) in N,N-dimethylformamide (50 mL) under Argon was added sodium hydride (75 mmol; 1.90 g) in small portions over a 30 min period. When the addition was complete, the resulting mixture was heated at 70° C. for 1 hour, then stirred for 2½ days at room temperature. Diethyl ether (250 mL) was added, followed by water (20 mL). The organic layer was sep...